Dataset: the Open Reaction Database (ORD), a public repository of structured organic reaction records. Task: describe an organic reaction: reactants, conditions, products, and yield Starting materials: OB(O)c1ccccc1 (effective_coupling_partner), CC(C)(C)OC(=O)Oc2ccc1ccccc1c2 (substrate). The reagents and catalysts are dcypf. Conditions: temperature 60 celsius, time 4 hour. Yields the product c3ccc(c2ccc1ccccc1c2)cc3. Starting materials: O=C([O-])[O-], COCCOC, CC(C)(C)OC(=O)N1CCC(Nc2nc(Cl)ncc2-c2ccccc2)C1, [Na+], [Na+], O, OB(O)c1ccccc1O, [Pd]. Yields the product CC(C)(C)OC(=O)N1CCC(Nc2nc(-c3ccccc3O)ncc2-c2ccccc2)C1. As a reaction SMILES: [C:37](=[O:38])([O-:39])[O-:40].[CH3:45][O:46][CH2:47][CH2:48][O:49][CH3:50].[Cl:1][c:2]1[n:3][cH:4][c:5](-[c:21]2[cH:22][cH:23][cH:24][cH:25][cH:26]2)[c:6]([NH:8][CH:9]2[CH2:10][N:11]([C:14](=[O:15])[O:16][C:17]([CH3:18])([CH3:19])[CH3:20])[CH2:12][CH2:13]2)[n:7]1.[Na+:41].[Na+:42].[OH2:43].[OH:27][c:28]1[c:29]([B:34]([OH:35])[OH:36])[cH:30][cH:31][cH:32][cH:33]1.[Pd:44]>>[c:2]1(-[c:29]2[c:28]([OH:27])[cH:33][cH:32][cH:31][cH:30]2)[n:3][cH:4][c:5](-[c:21]2[cH:22][cH:23][cH:24][cH:25][cH:26]2)[c:6]([NH:8][CH:9]2[CH2:10][N:11]([C:14](=[O:15])[O:16][C:17]([CH3:18])([CH3:19])[CH3:20])[CH2:12][CH2:13]2)[n:7]1. The reactants are C1=CC(=CC(=C1)Cl)C(=O)OO (m-CPBA), ice, FC1=CC2=C(C=3N(CCO2)C=C(N3)C3=NC(=NN3C(C)C)C)C=C1S(=O)C1CCN(CC1)C(C)C (9-fluoro-2-(1-isopropyl-3-methyl-1H-1,2,4-triazol-5-yl)-10-(1-isopropylpiperidin-4-ylsulfinyl)-5,6-dihydrobenzo[f]imidazo[1,2-d][1,4]oxazepine), C(=O)(C(F)(F)F)O (TFA), C1=CC(=CC(=C1)Cl)C(=O)OO (m-CPBA). Solvent: C(Cl)Cl (DCM), C(Cl)Cl (DCM), C(Cl)Cl (DCM). Run at temperature 0 celsius, time 2.5 hour. Product: FC1=CC2=C(C=3N(CCO2)C=C(N3)C3=NC(=NN3C(C)C)C)C=C1S(=O)(=O)C1CCN(CC1)C(C)C (9-fluoro-2-(1-isopropyl-3-methyl-1H-1,2,4-triazol-5-yl)-10-(1-isopropylpiperidin-4-ylsulfonyl)-5,6-dihydrobenzo[f]imidazo[1,2-d][1,4]oxazepine). The yield is 41.7%. Reaction SMILES: [F:1][C:2]1[C:24]([S:25]([CH:27]2[CH2:32][CH2:31][N:30]([CH:33]([CH3:35])[CH3:34])[CH2:29][CH2:28]2)=[O:26])=[CH:23][C:5]2[C:6]3[N:7]([CH:11]=[C:12]([C:14]4[N:18]([CH:19]([CH3:21])[CH3:20])[N:17]=[C:16]([CH3:22])[N:15]=4)[N:13]=3)[CH2:8][CH2:9][O:10][C:4]=2[CH:3]=1.C(O)(C(F)(F)F)=[O:37].C1C=C(Cl)C=C(C(OO)=O)C=1>C(Cl)Cl>[F:1][C:2]1[C:24]([S:25]([CH:27]2[CH2:28][CH2:29][N:30]([CH:33]([CH3:35])[CH3:34])[CH2:31][CH2:32]2)(=[O:37])=[O:26])=[CH:23][C:5]2[C:6]3[N:7]([CH:11]=[C:12]([C:14]4[N:18]([CH:19]([CH3:20])[CH3:21])[N:17]=[C:16]([CH3:22])[N:15]=4)[N:13]=3)[CH2:8][CH2:9][O:10][C:4]=2[CH:3]=1. Procedure: To an ice-cooled solution of 8-fluoro-2-(2-isopropyl-5-methyl-2H-[1,2,4]triazol-3-yl)-9-(1-isopropylpiperidine-4-sulfinyl)-4,5-dihydro-6-oxa-1,3a-diazabenzo[e]azulene 210 (51 mg, 0.102 mmol) in DCM (8 mL) was added TFA (24 μL, 0.306 mmol) followed by a slow addition of a solution of m-CPBA (21 mg, 0.122 mmol) in DCM (1 mL) and the resulting mixture was stirred for 2.5 h at 0° C. Additional m-CPBA (9 mg) in DCM (0.5 mL) was added and the mixture was stirred for 1 h at RT. Volatiles were then remo... The reactants are NC=1C(=NNC1)C1=NC=2C(=CC=3C(C(N(C3C2)CC)=O)(C)C)N1 (2-(4-amino-1H-pyrazol-3-yl)-5-ethyl-7,7-dimethyl-5,7-dihydro-1H-imidazo[4,5-f]indol-6-one), S1C(=CC=C1)C(=O)Cl (thiophene-2-carbonyl chloride). Product: C(C)N1C(C(C=2C=C3C(=CC12)N=C(N3)C3=NNC=C3NC(=O)C=3SC=CC3)(C)C)=O (Thiophene-2-carboxylic acid[3-(5-ethyl-7,7-dimethyl-6-oxo-1,5,6,7-tetrahydro-imidazo[4,5-f]indol-2-yl)-1H-pyrazol-4-yl]-amide), powder. Yield: 15.0%. Reaction SMILES: [NH2:1][C:2]1[C:3]([C:7]2[NH:23][C:10]3=[CH:11][C:12]4[C:13]([CH3:22])([CH3:21])[C:14](=[O:20])[N:15]([CH2:18][CH3:19])[C:16]=4[CH:17]=[C:9]3[N:8]=2)=[N:4][NH:5][CH:6]=1.[S:24]1[CH:28]=[CH:27][CH:26]=[C:25]1[C:29](Cl)=[O:30]>>[CH2:18]([N:15]1[C:16]2[CH:17]=[C:9]3[N:8]=[C:7]([C:3]4[C:2]([NH:1][C:29]([C:25]5[S:24][CH:28]=[CH:27][CH:26]=5)=[O:30])=[CH:6][NH:5][N:4]=4)[NH:23][C:10]3=[CH:11][C:12]=2[C:13]([CH3:22])([CH3:21])[C:14]1=[O:20])[CH3:19]. Procedure: Thiophene-2-carboxylic acid[3-(5-ethyl-7,7-dimethyl-6-oxo-1,5,6,7-tetrahydro-imidazo[4,5-f]indol-2-yl)-1H-pyrazol-4-yl]-amide was prepared using 2-(4-amino-1H-pyrazol-3-yl)-5-ethyl-7,7-dimethyl-5,7-dihydro-1H-imidazo[4,5-f]indol-6-one (250 mg, 0.81 mmol) and thiophene-2-carbonyl chloride (94 μl, 0.89 mmol). The title compound was obtained as yellow powder (54 mg, 15%).